From a dataset of the Open Reaction Database (ORD), a public repository of structured organic reaction records. describe an organic reaction: reactants, conditions, products, and yield The reactants are NC1CC1, ClC(Cl)Cl, CC(C)c1nc(CCl)cs1, Cl. Product: CC(C)c1nc(CNC2CC2)cs1. Reaction SMILES: [CH:12]1([NH2:15])[CH2:13][CH2:14]1.[CH:16]([Cl:17])([Cl:18])[Cl:19].[Cl:2][CH2:3][c:4]1[n:5][c:6]([CH:9]([CH3:10])[CH3:11])[s:7][cH:8]1.[ClH:1]>>[CH2:3]([c:4]1[n:5][c:6]([CH:9]([CH3:10])[CH3:11])[s:7][cH:8]1)[NH:15][CH:12]1[CH2:13][CH2:14]1. Starting materials: COC1=C(C(=CC(=C1)COC)OC)C=1N2C(SC1)=CC(=N2)S(=O)(=O)C (3-[2,6-dimethoxy-4-(methoxymethyl)phenyl]-6-(methylsulfonyl)pyrazolo[5,1-b][1,3]thiazole), [OH-].[Na+] (sodium hydroxide), [H-].[Al+3].[Li+].[H-].[H-].[H-] (lithium aluminum hydride). The reagents and catalysts are [Ti](Cl)(Cl)(Cl)Cl (titanium tetrachloride). The solvent is O1CCCC1 (tetrahydrofuran), O1CCCC1 (tetrahydrofuran). Reaction conditions: temperature 50 celsius, time 10 minute. Yields the product COC1=C(C(=CC(=C1)COC)OC)C=1N2C(SC1)=CC(=N2)SC (3-[2,6-Dimethoxy-4-(methoxymethyl)phenyl]-6-(methylthio)pyrazolo[5,1-b][1,3]thiazole). The yield is 9.3%. RXN SMILES: [H-].[Al+3].[Li+].[H-].[H-].[H-].[CH3:7][O:8][C:9]1[CH:14]=[C:13]([CH2:15][O:16][CH3:17])[CH:12]=[C:11]([O:18][CH3:19])[C:10]=1[C:20]1[N:21]2[N:27]=[C:26]([S:28]([CH3:31])(=O)=O)[CH:25]=[C:22]2[S:23][CH:24]=1.[OH-].[Na+]>[Ti](Cl)(Cl)(Cl)Cl.O1CCCC1>[CH3:7][O:8][C:9]1[CH:14]=[C:13]([CH2:15][O:16][CH3:17])[CH:12]=[C:11]([O:18][CH3:19])[C:10]=1[C:20]1[N:21]2[N:27]=[C:26]([S:28][CH3:31])[CH:25]=[C:22]2[S:23][CH:24]=1 |f:0.1.2.3.4.5,7.8|. Reported procedure: To tetrahydrofuran (20 mL) was added dropwise titanium tetrachloride (1.10 mL, 10.1 mmol) at −78° C., and the mixture was stirred for 10 minutes. At the same temperature, a tetrahydrofuran (20 mL) solution of lithium aluminum hydride (767 mg, 20.1 mmol) was gradually added dropwise and stirred for 30 minutes. To the mixture was added 3-[2,6-dimethoxy-4-(methoxymethyl)phenyl]-6-(methylsulfonyl)pyrazolo[5,1-b][1,3]thiazole (384 mg, 1.01 mmol), and the mixture was stirred at room temperature for 30... The reactants are O=C(O)c1ccc2c(C3CCCCC3)c[nH]c2c1, CC(C)N=C(NC(C)C)OC(C)(C)C, ClCCl. Product: CC(C)(C)OC(=O)c1ccc2c(C3CCCCC3)c[nH]c2c1. As a reaction SMILES: [CH:15]1([c:21]2[cH:22][nH:23][c:24]3[cH:25][c:26]([C:30](=[O:31])[OH:32])[cH:27][cH:28][c:29]23)[CH2:16][CH2:17][CH2:18][CH2:19][CH2:20]1.[CH:1]([NH:2][C:3](=[N:4][CH:5]([CH3:6])[CH3:11])[O:12][C:7]([CH3:8])([CH3:9])[CH3:10])([CH3:13])[CH3:14].[Cl:33][CH2:34][Cl:35]>>[C:7]([CH3:8])([CH3:9])([CH3:10])[O:32][C:30]([c:26]1[cH:25][c:24]2[nH:23][cH:22][c:21]([CH:15]3[CH2:16][CH2:17][CH2:18][CH2:19][CH2:20]3)[c:29]2[cH:28][cH:27]1)=[O:31]. Starting materials: FC1=CC=C(C=C1)C(CCCN1CCC(=CC1)C=1SC=C(N1)C)O (3,6-dihydro-α-(p-fluorophenyl)- 4-(4-methyl-2-thiazolyl)-1(2H)-pyridinebutanol). Reagents/catalysts: [Pd] (palladium on carbon). Run in C(C)O (ethanol). Reaction conditions: time 26 hour. Yields the product FC1=CC=C(C=C1)C(CCCN1CCC(CC1)C=1SC=C(N1)C)O (α-(p-Fluorophenyl)-4-(4-methyl-2-thiazolyl)-1 -piperidinebutanol). Reaction SMILES: [F:1][C:2]1[CH:7]=[CH:6][C:5]([CH:8]([OH:24])[CH2:9][CH2:10][CH2:11][N:12]2[CH2:17][CH:16]=[C:15]([C:18]3[S:19][CH:20]=[C:21]([CH3:23])[N:22]=3)[CH2:14][CH2:13]2)=[CH:4][CH:3]=1>[Pd].C(O)C>[F:1][C:2]1[CH:7]=[CH:6][C:5]([CH:8]([OH:24])[CH2:9][CH2:10][CH2:11][N:12]2[CH2:17][CH2:16][CH:15]([C:18]3[S:19][CH:20]=[C:21]([CH3:23])[N:22]=3)[CH2:14][CH2:13]2)=[CH:4][CH:3]=1. Procedure details: A 0.35 g. portion of 3,6-dihydro-α-(p-fluorophenyl)- 4-(4-methyl-2-thiazolyl)-1(2H)-pyridinebutanol, prepared as described in Example 12, is dissolved in 10 ml. of ethanol and 0.1 g. of palladium on carbon catalyst is added. The mixture is reduced to room temperature and pressure for about 26 hours. The mixture is filtered and the filtrate evaporated yielding a white solid which is recrystallized from acetonitrile giving a white crystalline solid, m.p. 98°-99° C.